This data is from the Open Reaction Database (ORD), a public repository of structured organic reaction records. The task is: describe an organic reaction: reactants, conditions, products, and yield Reactants: BrC=1C=NC=C(C1)Br (3,5-dibromopyridine), O(C1=CC=CC=C1)C1=CC=C(C=C1)B(O)O (4-phenoxyphenylboronic acid), C([O-])([O-])=O.[Na+].[Na+] (sodium carbonate). The reagents and catalysts are C=1C=CC(=CC1)[P](C=2C=CC=CC2)(C=3C=CC=CC3)[Pd]([P](C=4C=CC=CC4)(C=5C=CC=CC5)C=6C=CC=CC6)([P](C=7C=CC=CC7)(C=8C=CC=CC8)C=9C=CC=CC9)[P](C=1C=CC=CC1)(C=1C=CC=CC1)C=1C=CC=CC1 (tetrakis(triphenylphosphine)palladium). Solvent: O (water), C(C)O (ethanol), C1(=CC=CC=C1)C (toluene), O (water). Yields the product BrC=1C=NC=C(C1)C1=C(C=CC=C1)OC1=CC=CC=C1 (3-Bromo-5-(phenoxyphenyl)pyridine). The yield is 32.3%. Reaction SMILES: Br[C:2]1[CH:3]=[N:4][CH:5]=[C:6]([Br:8])[CH:7]=1.[O:9]([C:16]1[CH:21]=[CH:20][C:19](B(O)O)=[CH:18][CH:17]=1)[C:10]1[CH:15]=[CH:14][CH:13]=[CH:12][CH:11]=1.C(=O)([O-])[O-].[Na+].[Na+]>C1C=CC([P]([Pd]([P](C2C=CC=CC=2)(C2C=CC=CC=2)C2C=CC=CC=2)([P](C2C=CC=CC=2)(C2C=CC=CC=2)C2C=CC=CC=2)[P](C2C=CC=CC=2)(C2C=CC=CC=2)C2C=CC=CC=2)(C2C=CC=CC=2)C2C=CC=CC=2)=CC=1.O.C(O)C.C1(C)C=CC=CC=1>[Br:8][C:6]1[CH:5]=[N:4][CH:3]=[C:2]([C:11]2[CH:12]=[CH:13][CH:14]=[CH:15][C:10]=2[O:9][C:16]2[CH:17]=[CH:18][CH:19]=[CH:20][CH:21]=2)[CH:7]=1 |f:2.3.4,^1:34,36,55,74|. Reported procedure: Under a nitrogen atmosphere, a mixture of 3,5-dibromopyridine (5.16 g, 21.8 mmol), water (36.5 mL), toluene (145 mL), ethanol (36.5 mL), 4-phenoxyphenylboronic acid (5.00 g, 23.3 mmol), sodium carbonate (4.9 g, 47 mmol) and tetrakis(triphenylphosphine)palladium (1.25 g, 1.04 mmol) was stirred and heated under reflux for 5 h. After cooling to room temperature, water (150 mL) was added and the aqueous phase separated and extracted with ethyl acetate (3×100 mL). The combined organic phases were was... Reactants: CC(C)(O)CCBr, CC(=O)SCC1=CCC2C3=CC=C4CC(O[Si](C)(C)C(C)(C)C)CC(O[Si](C)(C)C(C)(C)C)C4(C)C3CCC12C, CO, [K+], C1CCOC1, [OH-]. Yields the product CC(C)(O)CCSCC1=CCC2C3=CC=C4CC(O[Si](C)(C)C(C)(C)C)CC(O[Si](C)(C)C(C)(C)C)C4(C)C3CCC12C. Reaction SMILES: [Br:41][CH2:42][CH2:43][C:44]([CH3:45])([CH3:46])[OH:47].[C:1](=[O:2])([CH3:3])[S:4][CH2:5][C:6]1=[CH:11][CH2:10][CH:9]2[C:7]1([CH3:8])[CH2:24][CH2:23][CH:22]1[C:12]2=[CH:13][CH:14]=[C:15]2[CH2:16][CH:17]([O:33][Si:34]([CH3:35])([CH3:36])[C:37]([CH3:38])([CH3:39])[CH3:40])[CH2:18][CH:19]([O:25][Si:26]([CH3:27])([CH3:28])[C:29]([CH3:30])([CH3:31])[CH3:32])[C:20]21[CH3:21].[CH3:48][OH:49].[K+:51].[O:52]1[CH2:53][CH2:54][CH2:55][CH2:56]1.[OH-:50]>>[S:4]([CH2:5][C:6]1=[CH:11][CH2:10][CH:9]2[C:7]1([CH3:8])[CH2:24][CH2:23][CH:22]1[C:12]2=[CH:13][CH:14]=[C:15]2[CH2:16][CH:17]([O:33][Si:34]([CH3:35])([CH3:36])[C:37]([CH3:38])([CH3:39])[CH3:40])[CH2:18][CH:19]([O:25][Si:26]([CH3:27])([CH3:28])[C:29]([CH3:30])([CH3:31])[CH3:32])[C:20]21[CH3:21])[CH2:42][CH2:43][C:44]([CH3:45])([CH3:46])[OH:47]. The reactants are FC1=C(N)C=CC(=C1)C (2-fluoro-4-methylaniline), C(CCC)[Li] (n-butyllithium), solution, FC1=C(C=CC=C1)[N+](=O)[O-] (2-fluoronitrobenzene). The solvent is O1CCCC1 (tetrahydrofuran), hexanes, O1CCCC1 (tetrahydrofuran). Reaction conditions: temperature 22 celsius, time 1 hour. Product: dichloromethane hexanes, FC1=C(C=CC(=C1)C)NC=1C(=CC=CC1)N (N-(2-fluoro-4-methylphenyl)benzene-1,2-diamine). Yield: 53.9%. RXN SMILES: [F:1][C:2]1[CH:8]=[C:7]([CH3:9])[CH:6]=[CH:5][C:3]=1[NH2:4].C([Li])CCC.F[C:16]1[CH:21]=[CH:20][CH:19]=[CH:18][C:17]=1[N+:22]([O-])=O>O1CCCC1>[F:1][C:2]1[CH:8]=[C:7]([CH3:9])[CH:6]=[CH:5][C:3]=1[NH:4][C:16]1[C:17]([NH2:22])=[CH:18][CH:19]=[CH:20][CH:21]=1. Procedure details: A solution of 2-fluoro-4-methylaniline (6.8 mL, 60 mmol) in tetrahydrofuran (200 mL) was cooled to −78° C. and treated with n-butyllithium (26 mL of a 2.5 M solution in hexanes, 66 mmol) and stirred for 1 h. A solution of 2-fluoronitrobenzene (6.3 mL, 60 mmol) in tetrahydrofuran (20 mL) was added dropwise over 5 min, and the reaction mixture was stirred at −78° C. for 0.5 h, then warmed to 22° C. After 16 h, the reaction mixture was concentrated, diluted with ethyl ether (200 mL), washed with 2 ...